Dataset: the Open Reaction Database (ORD), a public repository of structured organic reaction records. Task: describe an organic reaction: reactants, conditions, products, and yield Product: COC(=O)c1cc2[nH]cc(C3CCCCC3F)c2s1. RXN SMILES: [CH2:1]([N:2]([S:3]([F:4])([F:5])[F:7])[CH2:6][CH3:8])[CH3:9].[CH3:29][CH2:30][O:31][C:32]([CH3:33])=[O:34].[OH:10][CH:11]1[CH:12]([c:17]2[c:18]3[c:19]([nH:20][cH:21]2)[cH:22][c:23]([C:25](=[O:26])[O:27][CH3:28])[s:24]3)[CH2:13][CH2:14][CH2:15][CH2:16]1>>[F:7][CH:11]1[CH:12]([c:17]2[c:18]3[c:19]([nH:20][cH:21]2)[cH:22][c:23]([C:25](=[O:26])[O:27][CH3:28])[s:24]3)[CH2:13][CH2:14][CH2:15][CH2:16]1. The reactants are CCN(CC)S(F)(F)F, CCOC(C)=O, COC(=O)c1cc2[nH]cc(C3CCCCC3O)c2s1. The reactants are O=C(O)CCc1ccc(C(O)(C(F)(F)F)C(F)(F)F)cc1, O, O=[N+]([O-])O, O=S(=O)(O)O. Yields the product O=C(O)CCc1ccc(C(O)(C(F)(F)F)C(F)(F)F)cc1[N+](=O)[O-]. RXN SMILES: [F:1][C:2]([C:3]([C:4]([F:5])([F:6])[F:7])([OH:8])[c:9]1[cH:10][cH:11][c:12]([CH2:15][CH2:16][C:17](=[O:18])[OH:19])[cH:13][cH:14]1)([F:20])[F:21].[OH2:26].[OH:22][N+:23]([O-:24])=[O:25].[S:27](=[O:28])(=[O:29])([OH:30])[OH:31]>>[F:1][C:2]([C:3]([C:4]([F:5])([F:6])[F:7])([OH:8])[c:9]1[cH:10][c:11]([N+:23](=[O:22])[O-:24])[c:12]([CH2:15][CH2:16][C:17](=[O:18])[OH:19])[cH:13][cH:14]1)([F:20])[F:21]. Starting materials: NC1=C(C=CC=C1)NC(C1=CC=C(C=C1)CN1C(C2=CC=C(C=C2C1)Br)=O)=O (N-(2-aminophenyl)-4-((5-bromo-1-oxoisoindolin-2-yl)methyl)benzamide), CC=1C=C(C=C(C1)C)B(O)O (3,5-dimethylphenyl boronic acid). Procedure: The procedure of Example 2 was repeated except that N-(2-aminophenyl)-4-((5-bromo-1-oxoisoindolin-2-yl)methyl)benzamide obtained in Example 56 instead of N-(2-aminophenyl)-4-((4-bromo-5,6-dimethoxy-1-oxoisoindolin-2-yl)methyl)benzamide, and 3,5-dimethylphenyl boronic acid instead of phenyl boronic acid were used, and the reaction was performed for 20 mins, to obtain the title compound (46%). Product: NC1=C(C=CC=C1)NC(C1=CC=C(C=C1)CN1C(C2=CC=C(C=C2C1)C1=CC(=CC(=C1)C)C)=O)=O (N-(2-aminophenyl)-4-((5-(3,5-dimethylphenyl)-1-oxoisoindolin-2-yl)methyl)benzamide). RXN SMILES: [NH2:1][C:2]1[CH:7]=[CH:6][CH:5]=[CH:4][C:3]=1[NH:8][C:9](=[O:28])[C:10]1[CH:15]=[CH:14][C:13]([CH2:16][N:17]2[CH2:25][C:24]3[C:19](=[CH:20][CH:21]=[C:22](Br)[CH:23]=3)[C:18]2=[O:27])=[CH:12][CH:11]=1.[CH3:29][C:30]1[CH:31]=[C:32](B(O)O)[CH:33]=[C:34]([CH3:36])[CH:35]=1>>[NH2:1][C:2]1[CH:7]=[CH:6][CH:5]=[CH:4][C:3]=1[NH:8][C:9](=[O:28])[C:10]1[CH:15]=[CH:14][C:13]([CH2:16][N:17]2[CH2:25][C:24]3[C:19](=[CH:20][CH:21]=[C:22]([C:32]4[CH:33]=[C:34]([CH3:36])[CH:35]=[C:30]([CH3:29])[CH:31]=4)[CH:23]=3)[C:18]2=[O:27])=[CH:12][CH:11]=1. Isolated yield 46.0%. Conditions: time 20 minute. Reactants: O=C(O)CCCCCCCBr, Cc1ccccc1, O=S(Cl)Cl. Product: O=C(Cl)CCCCCCCBr. Reaction SMILES: [Br:1][CH2:2][CH2:3][CH2:4][CH2:5][CH2:6][CH2:7][CH2:8][C:9](=[O:10])[OH:11].[CH3:16][c:17]1[cH:18][cH:19][cH:20][cH:21][cH:22]1.[S:12]([Cl:13])([Cl:14])=[O:15]>>[Br:1][CH2:2][CH2:3][CH2:4][CH2:5][CH2:6][CH2:7][CH2:8][C:9](=[O:11])[Cl:14]. Reactants: CC(=O)O[BH-](OC(C)=O)OC(C)=O, CC(=O)O, CN(C)C=O, CS(=O)(=O)Nc1cc(C(O)CN)ccc1O, [Na+], CC(C)(C)OC(=O)CNS(=O)(=O)c1ccc(N2CCC(=O)CC2)cc1. Yields the product CC(C)(C)OC(=O)CNS(=O)(=O)c1ccc(N2CCC(NCC(O)c3ccc(O)c(NS(C)(=O)=O)c3)CC2)cc1. As a reaction SMILES: [C:46]([O:47][BH-:48]([O:49][C:50](=[O:51])[CH3:52])[O:53][C:54](=[O:55])[CH3:56])(=[O:57])[CH3:58].[CH3:1][C:2](=[O:3])[OH:4].[CH3:60][N:61]([CH3:62])[CH:63]=[O:64].[NH2:5][CH2:6][CH:7]([OH:8])[c:9]1[cH:10][cH:11][c:12]([OH:20])[c:13]([NH:15][S:16](=[O:17])(=[O:18])[CH3:19])[cH:14]1.[Na+:59].[O:21]=[C:22]1[CH2:23][CH2:24][N:25]([c:28]2[cH:29][cH:30][c:31]([S:34](=[O:35])(=[O:36])[NH:37][CH2:38][C:39](=[O:40])[O:41][C:42]([CH3:43])([CH3:44])[CH3:45])[cH:32][cH:33]2)[CH2:26][CH2:27]1>>[NH:5]([CH2:6][CH:7]([OH:8])[c:9]1[cH:10][cH:11][c:12]([OH:20])[c:13]([NH:15][S:16](=[O:17])(=[O:18])[CH3:19])[cH:14]1)[CH:22]1[CH2:23][CH2:24][N:25]([c:28]2[cH:29][cH:30][c:31]([S:34](=[O:35])(=[O:36])[NH:37][CH2:38][C:39](=[O:40])[O:41][C:42]([CH3:43])([CH3:44])[CH3:45])[cH:32][cH:33]2)[CH2:26][CH2:27]1.